Dataset: the Open Reaction Database (ORD), a public repository of structured organic reaction records. Task: describe an organic reaction: reactants, conditions, products, and yield Reactants: CS(=O)(=O)O (Methanesulfonic acid), CC1=C(C=NN1C1=NC=C(C=C1)C(F)(F)F)C(=O)NC=1C=NC(=CC1)[C@@H]1CC[C@H](CC1)N1CCOCC1 (trans-5-methyl-N-{6-[4-(morpholin-4-yl)cyclohexyl]pyridin-3-yl}-1-[5-(trifluoromethyl)pyridin-2-yl]-1H-pyrazole-4-carboxamide). Solvent: O1CCCC1 (tetrahydrofuran), C(C)O (ethanol). Product: S(C)(=O)(=O)O.CC1=C(C=NN1C1=NC=C(C=C1)C(F)(F)F)C(=O)NC=1C=NC(=CC1)[C@@H]1CC[C@H](CC1)N1CCOCC1 (trans-5-Methyl-N-{6-[4-(morpholin-4-yl)cyclohexyl]pyridin-3-yl}-1-[5-(trifluoromethyl)-pyridin-2-yl]-1H-pyrazole-4-carboxamide mesylate). As a reaction SMILES: [CH3:1][S:2]([OH:5])(=[O:4])=[O:3].[CH3:6][C:7]1[N:11]([C:12]2[CH:17]=[CH:16][C:15]([C:18]([F:21])([F:20])[F:19])=[CH:14][N:13]=2)[N:10]=[CH:9][C:8]=1[C:22]([NH:24][C:25]1[CH:26]=[N:27][C:28]([C@H:31]2[CH2:36][CH2:35][C@H:34]([N:37]3[CH2:42][CH2:41][O:40][CH2:39][CH2:38]3)[CH2:33][CH2:32]2)=[CH:29][CH:30]=1)=[O:23]>O1CCCC1.C(O)C>[S:2]([OH:5])(=[O:4])(=[O:3])[CH3:1].[CH3:6][C:7]1[N:11]([C:12]2[CH:17]=[CH:16][C:15]([C:18]([F:20])([F:21])[F:19])=[CH:14][N:13]=2)[N:10]=[CH:9][C:8]=1[C:22]([NH:24][C:25]1[CH:26]=[N:27][C:28]([C@H:31]2[CH2:32][CH2:33][C@H:34]([N:37]3[CH2:38][CH2:39][O:40][CH2:41][CH2:42]3)[CH2:35][CH2:36]2)=[CH:29][CH:30]=1)=[O:23] |f:4.5|. Procedure: Methanesulfonic acid (46 μl) was added at room temperature to a solution of trans-5-methyl-N-{6-[4-(morpholin-4-yl)cyclohexyl]pyridin-3-yl}-1-[5-(trifluoromethyl)pyridin-2-yl]-1H-pyrazole-4-carboxamide (329 mg) in tetrahydrofuran (12 ml) and ethanol (6.0 ml), and stirred at the same temperature for five hours. After the reaction, the solvent was evaporated, ethyl acetate was added to the resulting residue and the precipitated solid was filtered to give the titled compound (389 mg) as a white sol... Conditions: time 5 hour.